describe an organic reaction: reactants, conditions, products, and yield From a dataset of the Open Reaction Database (ORD), a public repository of structured organic reaction records. Product: ClC=1C=C2C(N(C(C2=CC1Cl)CC(=O)OCC)CC(C)C)=O (ethyl (5,6-dichloro-2-isobutyl-3-oxo-2,3-dihydro-1H-isoindol-1-yl)acetate). Reported procedure: Ethyl (5,6-dichloro-2-isobutyl-3-oxo-2,3-dihydro-1H-isoindol-1-yl)acetate is prepared as described in Example 2, starting with 0.75 g of 60% sodium hydride in 45 cm3 of 1,2-dimethoxyethane, 3.71 cm3 of triethyl phosphonoacetate and 3.42 g of 5,6-dichloro-3-hydroxy-2-isobutyl-2,3-dihydroisoindol-1-one. The mixture is refluxed for 5.5 hours and is then cooled to a temperature in the region of 20° C. The reaction mixture is treated with 75 cm3 of water and then 100 cm3 of diethyl ether. After separ... Reaction SMILES: [H-].[Na+].[Cl:3][C:4]1[CH:5]=[C:6]2[C:10](=[CH:11][C:12]=1[Cl:13])[C:9](=[O:14])[N:8]([CH2:15][CH:16]([CH3:18])[CH3:17])[CH:7]2O.[OH2:20].[CH2:21]([O:23][CH2:24][CH3:25])[CH3:22]>COCCOC>[Cl:13][C:12]1[CH:11]=[C:10]2[C:6](=[CH:5][C:4]=1[Cl:3])[CH:7]([CH2:22][C:21]([O:23][CH2:24][CH3:25])=[O:20])[N:8]([CH2:15][CH:16]([CH3:18])[CH3:17])[C:9]2=[O:14] |f:0.1|. Reactants: [H-].[Na+] (sodium hydride), C(C)OCC (diethyl ether), ClC=1C=C2C(N(C(C2=CC1Cl)=O)CC(C)C)O (5,6-dichloro-3-hydroxy-2-isobutyl-2,3-dihydroisoindol-1-one), O (water). Conditions: temperature 20 celsius. Solvent: COCCOC (1,2-dimethoxyethane), triethyl phosphonoacetate.